This data is from the Open Reaction Database (ORD), a public repository of structured organic reaction records. The task is: describe an organic reaction: reactants, conditions, products, and yield Reactants: NCCc1ccccc1, Cc1ccccc1, O=Cc1ccccc1OCCCN1CCOCC1. Yields the product C(=NCCc1ccccc1)c1ccccc1OCCCN1CCOCC1. RXN SMILES: [CH2:19]([CH2:20][c:21]1[cH:22][cH:23][cH:24][cH:25][cH:26]1)[NH2:27].[CH3:28][c:29]1[cH:30][cH:31][cH:32][cH:33][cH:34]1.[O:1]1[CH2:2][CH2:3][N:4]([CH2:7][CH2:8][CH2:9][O:10][c:11]2[c:12]([CH:13]=[O:14])[cH:15][cH:16][cH:17][cH:18]2)[CH2:5][CH2:6]1>>[O:1]1[CH2:2][CH2:3][N:4]([CH2:7][CH2:8][CH2:9][O:10][c:11]2[c:12]([CH:13]=[N:27][CH2:19][CH2:20][c:21]3[cH:22][cH:23][cH:24][cH:25][cH:26]3)[cH:15][cH:16][cH:17][cH:18]2)[CH2:5][CH2:6]1. Starting materials: HCl ice, S1C(=CC=C1)CC(=O)Cl (2-Thiophenylacetyl chloride), C1(=CC=CC=C1)OC (anisole), [Al+3].[Cl-].[Cl-].[Cl-] (AlCl3). Solvent: C(Cl)Cl (CH2Cl2), C(Cl)Cl (CH2Cl2). Run at time 2 hour. The product is COC1=CC=C(C=C1)C(CC=1SC=CC1)=O (1-(4-Methoxyphenyl)-2-(2-thiophenyl)-ethanone). The yield is 52.3%. As a reaction SMILES: [S:1]1[CH:5]=[CH:4][CH:3]=[C:2]1[CH2:6][C:7](Cl)=[O:8].[C:10]1([O:16][CH3:17])[CH:15]=[CH:14][CH:13]=[CH:12][CH:11]=1.[Al+3].[Cl-].[Cl-].[Cl-]>C(Cl)Cl>[CH3:17][O:16][C:10]1[CH:15]=[CH:14][C:13]([C:7](=[O:8])[CH2:6][C:2]2[S:1][CH:5]=[CH:4][CH:3]=2)=[CH:12][CH:11]=1 |f:2.3.4.5|. Procedure details: 2-Thiophenylacetyl chloride (12.38 g, 77.1 mmol) in CH2Cl2 (40 ml) was added to a solution of anisole (8.33 g, 77.1 mmol) and AlCl3 (10.3 g, 77.1 mmol) in CH2Cl2 (200 ml) at room temperature. The reaction was completed after 2 hours, and the mixture was poured over a 10% HCl/ice slurry. The organic layer was washed with H2O and brine, dried over MgSO4, and the solvent was removed under reduced pressure. The crude solid was chromatographed on SiO2 (1 kg) eluting with CH2Cl2 /Hexane, 3/1, to affor... Starting materials: [H-].[Na+] (sodium hydride), oil, C(C1=CC=CC=C1)OC(=O)N1CCC(CC1)=O (1-(benzyloxycarbonyl)-4-piperidinone), B(F)(F)F.CCOCC (boron trifluoride etherate), oil, [BH4-].[Na+] (NaBH4), [N+](=[N-])=CC(=O)OCC (ethyl diazoacetate), IC (iodomethane). The solvent is CN(C)C=O (DMF), CCOCC (Et2O), CO (MeOH), CCOCC (Et2O), CO (MeOH). Conditions: time 1 hour. The product is OC1C(CCN(CC1)C(=O)OCC1=CC=CC=C1)(C(=O)OCC)C (O1-benzyl O4-ethyl 5-hydroxy-4-methyl-azepane-1,4-dicarboxylate). RXN SMILES: [CH2:1]([O:8][C:9]([N:11]1[CH2:16][CH2:15][C:14](=[O:17])[CH2:13][CH2:12]1)=[O:10])[C:2]1[CH:7]=[CH:6][CH:5]=[CH:4][CH:3]=1.B(F)(F)F.[CH3:22]COCC.[N+](=[CH:29][C:30]([O:32][CH2:33][CH3:34])=[O:31])=[N-].[H-].[Na+].IC.[BH4-].[Na+]>CCOCC.CN(C=O)C.CO>[OH:17][CH:14]1[CH2:15][CH2:16][N:11]([C:9]([O:8][CH2:1][C:2]2[CH:7]=[CH:6][CH:5]=[CH:4][CH:3]=2)=[O:10])[CH2:12][CH2:13][C:29]1([CH3:22])[C:30]([O:32][CH2:33][CH3:34])=[O:31] |f:1.2,4.5,7.8|. Procedure details: To a solution of 1-(benzyloxycarbonyl)-4-piperidinone (20.0 g, 85.80 mmol) in Et2O (200 mL) at 0° C. was added boron trifluoride etherate (12.0 mL, 94.40 mmol) followed by the addition of ethyl diazoacetate (11.7 mL, 94.40 mmol) maintaining the temperature below 7° C. The reaction mixture was stirred for 1 hr, quenched with a 2 M aqueous solution of sodium carbonate (150 mL) and extracted with EtOAc (3×150 mL). The combined organic layers were dried over MgSO4 and concentrated under reduced pres...